From a dataset of the Open Reaction Database (ORD), a public repository of structured organic reaction records. describe an organic reaction: reactants, conditions, products, and yield The reactants are COC(=O)CBr, O=C([O-])[O-], Cc1ccc(C=O)c(O)c1, CC(C)=O, [K+], [K+]. Yields the product COC(=O)COc1cc(C)ccc1C=O. RXN SMILES: [Br:11][CH2:12][C:13](=[O:14])[O:15][CH3:16].[C:17](=[O:18])([O-:19])[O-:20].[CH3:1][c:2]1[cH:3][c:4]([OH:10])[c:5]([CH:6]=[O:7])[cH:8][cH:9]1.[CH3:23][C:24](=[O:25])[CH3:26].[K+:21].[K+:22]>>[CH3:1][c:2]1[cH:3][c:4]([O:10][CH2:12][C:13](=[O:14])[O:15][CH3:16])[c:5]([CH:6]=[O:7])[cH:8][cH:9]1. Reactants: C/C(/C(=O)O)=C\C=1SC=C(C1)Br (methyl (E)-3-(4-bromothiophen-2-yl)acrylic acid), B(OC1=CC=C(C=C1)C)([O-])[O-] (4-methylphenyl borate), C([O-])([O-])=O.[K+].[K+] (potassium carbonate). Reagents/catalysts: C=1C=CC(=CC1)[P](C=2C=CC=CC2)(C=3C=CC=CC3)[Pd]([P](C=4C=CC=CC4)(C=5C=CC=CC5)C=6C=CC=CC6)([P](C=7C=CC=CC7)(C=8C=CC=CC8)C=9C=CC=CC9)[P](C=1C=CC=CC1)(C=1C=CC=CC1)C=1C=CC=CC1 (tetrakistriphenylphosphinepalladium). Run in C=1(C(=CC=CC1)CCO)C.O (toluene-ethanol water). Product: CC1=CC=C(C=C1)C=1C=C(SC1)/C=C/C(=O)OC (methyl (E)-3-[4-(4-methylphenyl)thiophen-2-yl)acrylate). Yield: 76.5%. RXN SMILES: C/[C:2](=[CH:6]\[C:7]1[S:8][CH:9]=[C:10](Br)[CH:11]=1)/[C:3]([OH:5])=[O:4].B([O-])([O-])O[C:15]1[CH:20]=[CH:19][C:18]([CH3:21])=[CH:17][CH:16]=1.[C:24](=O)([O-])[O-].[K+].[K+]>C1(C)C(CCO)=CC=CC=1.O.C1C=CC([P]([Pd]([P](C2C=CC=CC=2)(C2C=CC=CC=2)C2C=CC=CC=2)([P](C2C=CC=CC=2)(C2C=CC=CC=2)C2C=CC=CC=2)[P](C2C=CC=CC=2)(C2C=CC=CC=2)C2C=CC=CC=2)(C2C=CC=CC=2)C2C=CC=CC=2)=CC=1>[CH3:21][C:18]1[CH:19]=[CH:20][C:15]([C:10]2[CH:11]=[C:7](/[CH:6]=[CH:2]/[C:3]([O:5][CH3:24])=[O:4])[S:8][CH:9]=2)=[CH:16][CH:17]=1 |f:2.3.4,5.6,^1:44,46,65,84|. Reported procedure: Under argon atmosphere, a solution of methyl (E)-3-(4-bromothiophen-2-yl)acrylic acid (3.0 g), 4-methylphenyl borate (1.82 g) and potassium carbonate (3.36 g) in toluene-ethanol-water (120-12-12 ml) was stirred at room temperature for 1 hour. To the reaction mixture was added tetrakistriphenylphosphinepalladium (0.42 g), and the mixture was refluxed for 24 hours and cooled to room temperature. The organic layer was washed with saturated sodium chloride solution, dried with magnesium sulfate and ...